This data is from the Open Reaction Database (ORD), a public repository of structured organic reaction records. The task is: describe an organic reaction: reactants, conditions, products, and yield Reactants: O=C([O-])O, ClC(Cl)Cl, COC(=O)c1c(NCc2ccc(OC)c(Cl)c2)nc(SCc2ccccc2)nc1N1CCn2ccnc2C1, O=C(OO)c1cccc(Cl)c1, [Na+]. Product: COC(=O)c1c(NCc2ccc(OC)c(Cl)c2)nc(S(=O)Cc2ccccc2)nc1N1CCn2ccnc2C1. RXN SMILES: [C:54](=[O:55])([O-:56])[OH:57].[CH:50]([Cl:51])([Cl:52])[Cl:53].[Cl:1][c:2]1[cH:3][c:4]([CH2:5][NH:6][c:7]2[n:8][c:9]([S:26][CH2:27][c:28]3[cH:29][cH:30][cH:31][cH:32][cH:33]3)[n:10][c:11]([N:17]3[CH2:18][c:19]4[n:20]([cH:23][cH:24][n:25]4)[CH2:21][CH2:22]3)[c:12]2[C:13](=[O:14])[O:15][CH3:16])[cH:34][cH:35][c:36]1[O:37][CH3:38].[Cl:39][c:40]1[cH:41][cH:42][cH:43][c:44]([C:45]([O:46][OH:48])=[O:47])[cH:49]1.[Na+:58]>>[Cl:1][c:2]1[cH:3][c:4]([CH2:5][NH:6][c:7]2[n:8][c:9]([S:26]([CH2:27][c:28]3[cH:29][cH:30][cH:31][cH:32][cH:33]3)=[O:47])[n:10][c:11]([N:17]3[CH2:18][c:19]4[n:20]([cH:23][cH:24][n:25]4)[CH2:21][CH2:22]3)[c:12]2[C:13](=[O:14])[O:15][CH3:16])[cH:34][cH:35][c:36]1[O:37][CH3:38]. Reactants: ClS(=O)(=O)C1=CC=2C3=C(C(NC2C=C1)=O)NC=C3C(=O)O (8-chlorosulfonyl-4-oxo-4,5-dihydro-3H-pyrrolo[2,3-c]quinoline-1-carboxylic acid), FC1=CC(=C(N)C=C1)C (4-fluoro-2-methyl-aniline). The product is FC1=CC(=C(C=C1)NS(=O)(=O)C1=CC=2C3=C(C(NC2C=C1)=O)NC=C3)C.C(C)C(=O)[O-] (8-(4-fluoro-2-methyl-phenylsulfamoyl)-4-oxo-4,5-dihydro-3H-pyrrolo[2,3-c]quinoline 1-ethyl carboxylate). The yield is 18.6%. RXN SMILES: Cl[S:2]([C:5]1[CH:14]=[CH:13][C:12]2[NH:11][C:10](=[O:15])[C:9]3[NH:16][CH:17]=[C:18]([C:19]([OH:21])=[O:20])[C:8]=3[C:7]=2[CH:6]=1)(=[O:4])=[O:3].[F:22][C:23]1[CH:29]=[CH:28][C:26]([NH2:27])=[C:25]([CH3:30])[CH:24]=1>>[F:22][C:23]1[CH:29]=[CH:28][C:26]([NH:27][S:2]([C:5]2[CH:14]=[CH:13][C:12]3[NH:11][C:10](=[O:15])[C:9]4[NH:16][CH:17]=[CH:18][C:8]=4[C:7]=3[CH:6]=2)(=[O:3])=[O:4])=[C:25]([CH3:30])[CH:24]=1.[CH2:18]([C:19]([O-:21])=[O:20])[CH3:17] |f:2.3|. Reported procedure: This compound is prepared according to synthesis 25, from 150 mg (0.46 mmol) of 8-chlorosulfonyl-4-oxo-4,5-dihydro-3H-pyrrolo[2,3-c]quinoline-1-carboxylic acid (synthesis 2) and 61 μL (0.55 mmol) of 4-fluoro-2-methyl-aniline. After purification by chromatography on silica gel (dichloromethane/methanol 95/5) then trituration in diethyl ether, 19 mg (9%) of 8-(4-fluoro-2-methyl-phenylsulfamoyl)-4-oxo-4,5-dihydro-3H-pyrrolo[2,3-c]quinoline-1-ethyl carboxylate is obtained in the form of a white soli... Reactants: [Cl-].[NH4+] (ammonium chloride), O1C(CCCC1)OCCC1=CC=C(C=C1)Br (4-(2-(2-tetrahydropyranyloxy)ethyl)-1-bromobenzene), O1CCCC1 (tetrahydrofuran), solution, C(CCC)[Li] (n-butyl lithium). Run in CN(C=O)C (N,N-dimethylformamide), CCCCCC (n-hexane). Run at temperature -78 celsius, time 1 hour. Yields the product O1C(CCCC1)OCCC1=CC=C(C=O)C=C1 (4-(2-(2-tetrahydropyranyloxy)ethyl)benzaldehyde). Isolated yield 78.0%. RXN SMILES: [O:1]1[CH2:6][CH2:5][CH2:4][CH2:3][CH:2]1[O:7][CH2:8][CH2:9][C:10]1[CH:15]=[CH:14][C:13](Br)=[CH:12][CH:11]=1.[O:17]1CCC[CH2:18]1.C([Li])CCC.[Cl-].[NH4+]>CCCCCC.CN(C)C=O>[O:1]1[CH2:6][CH2:5][CH2:4][CH2:3][CH:2]1[O:7][CH2:8][CH2:9][C:10]1[CH:15]=[CH:14][C:13]([CH:18]=[O:17])=[CH:12][CH:11]=1 |f:3.4|. Procedure: A mixture of 11.3 g of 4-(2-(2-tetrahydropyranyloxy)ethyl)-1-bromobenzene and 100 ml of tetrahydrofuran was cooled to −78° C., to which 25.9 ml of 1.56 M solution of n-butyl lithium in n-hexane was added dropwise over 15 minutes. After stirring at −78° C. for 1 hour, 4.2 ml of N,N-dimethylformamide was added dropwise at the same temperature over 15 minutes. After further stirring at −78° C. for 1 hour, 100 ml of saturated aqueous ammonium chloride solution was added, and the stirring was further...